From a dataset of the Open Reaction Database (ORD), a public repository of structured organic reaction records. describe an organic reaction: reactants, conditions, products, and yield The reactants are O (water), C(C1=CC=CC=C1)NC1CCC2=C(C=C1)C=C(C=C2)[N+](=O)[O-] (N-benzyl-6,7-dihydro-2-nitro-5H-benzocyclohepten-7-amine), [Cl-].[NH4+] (ammonium chloride). The reagents and catalysts are [Fe] (iron). Run in O1CCOCC1 (dioxane), C(C)O (ethanol), O1CCOCC1 (dioxane), C(C)O (ethanol). The product is C(C1=CC=CC=C1)NC1CCC2=C(C=C1)C=C(C=C2)N (N7 -benzyl-6,7-dihydro-5H-benzocyclohepten-2,7-diamine). Isolated yield 92.6%. As a reaction SMILES: [CH2:1]([NH:8][CH:9]1[CH:15]=[CH:14][C:13]2[CH:16]=[C:17]([N+:20]([O-])=O)[CH:18]=[CH:19][C:12]=2[CH2:11][CH2:10]1)[C:2]1[CH:7]=[CH:6][CH:5]=[CH:4][CH:3]=1.[Cl-].[NH4+].O>C(O)C.O1CCOCC1.[Fe]>[CH2:1]([NH:8][CH:9]1[CH:15]=[CH:14][C:13]2[CH:16]=[C:17]([NH2:20])[CH:18]=[CH:19][C:12]=2[CH2:11][CH2:10]1)[C:2]1[CH:3]=[CH:4][CH:5]=[CH:6][CH:7]=1 |f:1.2|. Reported procedure: A solution of N-benzyl-6,7-dihydro-2-nitro-5H-benzocyclohepten-7-amine (3.03 g) in ethanol (19 ml) and dioxane (19 ml) was added dropwise to a stirred mixture of iron powder (3.03 g) and ammonium chloride (0.36 g), in ethanol (15 ml), dioxane (15 ml), and water (15 ml) under reflux over 20 minutes. The resulting mixture was stirred under reflux for 20 minutes and the hot reaction mixture was filtered. The filtrate was evaporated in vacuo and the residue was partitioned between ethyl acetate and ... Reactants: C(C1=CC=CC=C1)OC(NCC1CC(CCC1)NC(=O)C=1C(=NOC1C)C1=NC=C(C=C1Cl)C(F)(F)F)=O ((3-{[3-(3-chloro-5-trifluoromethyl-pyridin-2-yl)-5-methyl-isoxazole-4-carbonyl]-amino}-cyclohexylmethyl)-carbamic acid benzyl ester), C[Si](C)(C)[N-][Si](C)(C)C.[K+] (potassium bis(trimethylsilyl)amide). Run in CN(C=O)C (N,N-dimethylformamide). Reaction conditions: time 10 minute. Yields the product C(C1=CC=CC=C1)OC(NCC1CC(CCC1)N1C(C=2C(C3=NC=C(C=C13)C(F)(F)F)=NOC2C)=O)=O ([3-(3-Methyl-4-oxo-7-trifluoromethyl-5H-2-oxa-1,5,9-triaza-cyclopenta[a]naphthalen-5-yl)-cyclohexylmethyl]-carbamic acid benzyl ester). Isolated yield 35.7%. As a reaction SMILES: [CH2:1]([O:8][C:9](=[O:38])[NH:10][CH2:11][CH:12]1[CH2:17][CH2:16][CH2:15][CH:14]([NH:18][C:19]([C:21]2[C:22]([C:27]3[C:32](Cl)=[CH:31][C:30]([C:34]([F:37])([F:36])[F:35])=[CH:29][N:28]=3)=[N:23][O:24][C:25]=2[CH3:26])=[O:20])[CH2:13]1)[C:2]1[CH:7]=[CH:6][CH:5]=[CH:4][CH:3]=1.C[Si]([N-][Si](C)(C)C)(C)C.[K+]>CN(C)C=O>[CH2:1]([O:8][C:9](=[O:38])[NH:10][CH2:11][CH:12]1[CH2:17][CH2:16][CH2:15][CH:14]([N:18]2[C:32]3[C:27](=[N:28][CH:29]=[C:30]([C:34]([F:37])([F:36])[F:35])[CH:31]=3)[C:22]3=[N:23][O:24][C:25]([CH3:26])=[C:21]3[C:19]2=[O:20])[CH2:13]1)[C:2]1[CH:7]=[CH:6][CH:5]=[CH:4][CH:3]=1 |f:1.2|. Procedure: Dissolve (3-{[3-(3-chloro-5-trifluoromethyl-pyridin-2-yl)-5-methyl-isoxazole-4-carbonyl]-amino}-cyclohexylmethyl)-carbamic acid benzyl ester (600 mg, 1.09 mmol) in N,N-dimethylformamide (5 mL) at ambient temperature under a nitrogen atmosphere. Add a solution of potassium bis(trimethylsilyl)amide (0.5 M in toluene, 2.62 mL, 1.31 mmol) and stir for 10 min. at ambient temperature. Quench the dark mixture with water and follow by the adding solid sodium chloride. Extract with ethyl acetate and wash... Reactants: [BH3-]C#N, O=C([O-])O, CON=C(C)C1CC1c1ccccc1Cl, CC(=O)O, [Na+], [Na+]. Product: CONC(C)C1CC1c1ccccc1Cl. As a reaction SMILES: [C:16]([BH3-:17])#[N:18].[C:20](=[O:21])([O-:22])[OH:23].[CH3:1][O:2][N:3]=[C:4]([CH3:5])[CH:6]1[CH:7]([c:9]2[c:10]([Cl:15])[cH:11][cH:12][cH:13][cH:14]2)[CH2:8]1.[CH3:25][C:26](=[O:27])[OH:28].[Na+:19].[Na+:24]>>[CH3:1][O:2][NH:3][CH:4]([CH3:5])[CH:6]1[CH:7]([c:9]2[c:10]([Cl:15])[cH:11][cH:12][cH:13][cH:14]2)[CH2:8]1. The reactants are Cc1ccccc1, Nc1ccccc1Nc1ccc(C(=O)c2ccccc2)cc1, O=C=Nc1ccccc1. Yields the product O=C(Nc1ccccc1)Nc1ccccc1Nc1ccc(C(=O)c2ccccc2)cc1. As a reaction SMILES: [CH3:32][c:33]1[cH:34][cH:35][cH:36][cH:37][cH:38]1.[NH2:1][c:2]1[c:3]([NH:8][c:9]2[cH:10][cH:11][c:12]([C:13](=[O:14])[c:15]3[cH:16][cH:17][cH:18][cH:19][cH:20]3)[cH:21][cH:22]2)[cH:4][cH:5][cH:6][cH:7]1.[c:23]1([N:29]=[C:30]=[O:31])[cH:24][cH:25][cH:26][cH:27][cH:28]1>>[NH:1]([c:2]1[c:3]([NH:8][c:9]2[cH:10][cH:11][c:12]([C:13](=[O:14])[c:15]3[cH:16][cH:17][cH:18][cH:19][cH:20]3)[cH:21][cH:22]2)[cH:4][cH:5][cH:6][cH:7]1)[C:30]([NH:29][c:23]1[cH:24][cH:25][cH:26][cH:27][cH:28]1)=[O:31]. Reactants: [Br-], CCCC[N+](CCCC)(CCCC)CCCC, CN1CCC(O)C1, Cc1ccccc1, COc1cc(F)ccc1[N+](=O)[O-], [K+], [OH-]. The product is COc1cc(OC2CCN(C)C2)ccc1[N+](=O)[O-]. Reaction SMILES: [Br-:29].[CH2:30]([N+:31]([CH2:32][CH2:33][CH2:34][CH3:35])([CH2:36][CH2:37][CH2:38][CH3:39])[CH2:40][CH2:41][CH2:42][CH3:43])[CH2:44][CH2:45][CH3:46].[CH3:13][N:14]1[CH2:15][CH:16]([OH:19])[CH2:17][CH2:18]1.[CH3:20][c:21]1[cH:22][cH:23][cH:24][cH:25][cH:26]1.[F:1][c:2]1[cH:3][c:4]([O:11][CH3:12])[c:5]([N+:8](=[O:9])[O-:10])[cH:6][cH:7]1.[K+:28].[OH-:27]>>[c:2]1([O:19][CH:16]2[CH2:15][N:14]([CH3:13])[CH2:18][CH2:17]2)[cH:3][c:4]([O:11][CH3:12])[c:5]([N+:8](=[O:9])[O-:10])[cH:6][cH:7]1.